From a dataset of the Open Reaction Database (ORD), a public repository of structured organic reaction records. describe an organic reaction: reactants, conditions, products, and yield Reactants: C1CCOC1, CO, Cl, [Li+], CCOC(=O)Cn1ccc(S(=O)(=O)NCC2CCC2)c(N)c1=O, [OH-], O, O. Product: Nc1c(S(=O)(=O)NCC2CCC2)ccn(CC(=O)O)c1=O. RXN SMILES: [CH2:31]1[O:32][CH2:33][CH2:34][CH2:35]1.[CH3:29][OH:30].[ClH:27].[Li+:3].[NH2:4][c:5]1[c:6](=[O:26])[n:7]([CH2:20][C:21](=[O:22])[O:23][CH2:24][CH3:25])[cH:8][cH:9][c:10]1[S:11]([NH:12][CH2:13][CH:14]1[CH2:15][CH2:16][CH2:17]1)(=[O:18])=[O:19].[OH-:2].[OH2:1].[OH2:28]>>[NH2:4][c:5]1[c:6](=[O:26])[n:7]([CH2:20][C:21](=[O:22])[OH:23])[cH:8][cH:9][c:10]1[S:11]([NH:12][CH2:13][CH:14]1[CH2:15][CH2:16][CH2:17]1)(=[O:18])=[O:19].